From a dataset of the Open Reaction Database (ORD), a public repository of structured organic reaction records. describe an organic reaction: reactants, conditions, products, and yield The reactants are FC1=CC=C(C(=C1)C)C(=O)OCC (ethyl 5-fluoro-o-toluate), BrN1C(CCC1=O)=O (N-bromosuccinimide). Yields the product BrCC=1C(=CC=C(C1)F)C(=O)OCC (ethyl α-bromo-5-fluoro-o-toluate). Reaction SMILES: [F:1][C:2]1[CH:7]=[C:6]([CH3:8])[C:5]([C:9]([O:11][CH2:12][CH3:13])=[O:10])=[CH:4][CH:3]=1.[Br:14]N1C(=O)CCC1=O>>[Br:14][CH2:8][C:6]1[C:5]([C:9]([O:11][CH2:12][CH3:13])=[O:10])=[CH:4][CH:3]=[C:2]([F:1])[CH:7]=1. Reported procedure: Reaction of ethyl 5-fluoro-o-toluate with N-bromosuccinimide as described in Example 1a provides ethyl α-bromo-5-fluoro-o-toluate as an oil. Reactants: N1N=CC2=CC(=CC=C12)C(O)C1=CC=CC=C1 ((1H-indazol-5-yl)(phenyl)methanol), COC(=CC)O[Si](C)(C)C ((1-methoxyprop-1-enyloxy)trimethylsilane), COC(=CC)O[Si](C)(C)C ((1-methoxyprop-1-enyloxy)trimethylsilane), C(Cl)Cl (DCM). The reagents and catalysts are Cl[Ti](Cl)(Cl)Cl (TiCl4). Run in CC#N (MeCN). Reaction conditions: time 1 hour. Product: N1N=CC2=CC(=CC=C12)C(C(C(=O)OC)C)C1=CC=CC=C1 (methyl 3-(1H-indazol-5-yl)-2-methyl-3-phenylpropanoate). Reaction SMILES: [NH:1]1[C:9]2[C:4](=[CH:5][C:6]([CH:10]([C:12]3[CH:17]=[CH:16][CH:15]=[CH:14][CH:13]=3)O)=[CH:7][CH:8]=2)[CH:3]=[N:2]1.[CH3:18][O:19][C:20]([O:23][Si](C)(C)C)=[CH:21][CH3:22].C(Cl)Cl>CC#N.Cl[Ti](Cl)(Cl)Cl>[NH:1]1[C:9]2[C:4](=[CH:5][C:6]([CH:10]([C:12]3[CH:17]=[CH:16][CH:15]=[CH:14][CH:13]=3)[CH:21]([CH3:22])[C:20]([O:19][CH3:18])=[O:23])=[CH:7][CH:8]=2)[CH:3]=[N:2]1. Procedure: To a solution of (1H-indazol-5-yl)(phenyl)methanol (180 mg, 0.71 mmol) and (1-methoxyprop-1-enyloxy)trimethylsilane (0.32 mL, 1.78 mmol) in 10 mL of dry MeCN was added TiCl4 (2.5 mL of 1.0 M DCM solution, 2.5 mmol) and then stirred 1 h. The reaction was incomplete so added 10 mL of DCM and additional (1-methoxyprop-1-enyloxy)trimethylsilane (0.3 mL, 1.7 mmol) After 1 h, the reaction was quenched with MeOH, poured into aqueous sodium bicarbonate and extracted 2×EtOAc. The organic layers were drie... The reactants are COC=1C=C(C=O)C=CC1OCC=1N=C(OC1C)C=1C=NC=CC1 (3-methoxy-4-[(5-methyl-2-pyridin-3-yl-1,3-oxazol-4-yl)methoxy]benzaldehyde), O (water), C(C)O (ethanol), [BH4-].[Na+] (sodium borohydride). Run in O1CCCC1 (tetrahydrofuran). Run at time 30 minute. The product is COC=1C=C(C=CC1OCC=1N=C(OC1C)C=1C=NC=CC1)CO ({3-methoxy-4-[(5-methyl-2-pyridin-3-yl-1,3-oxazol-4-yl)methoxy]phenyl}methanol). The yield is 91.5%. Reaction SMILES: [CH3:1][O:2][C:3]1[CH:4]=[C:5]([CH:8]=[CH:9][C:10]=1[O:11][CH2:12][C:13]1[N:14]=[C:15]([C:19]2[CH:20]=[N:21][CH:22]=[CH:23][CH:24]=2)[O:16][C:17]=1[CH3:18])[CH:6]=[O:7].C(O)C.[BH4-].[Na+].O>O1CCCC1>[CH3:1][O:2][C:3]1[CH:4]=[C:5]([CH2:6][OH:7])[CH:8]=[CH:9][C:10]=1[O:11][CH2:12][C:13]1[N:14]=[C:15]([C:19]2[CH:20]=[N:21][CH:22]=[CH:23][CH:24]=2)[O:16][C:17]=1[CH3:18] |f:2.3|. Procedure: To a solution of 3-methoxy-4-[(5-methyl-2-pyridin-3-yl-1,3-oxazol-4-yl)methoxy]benzaldehyde (3.26 g) in tetrahydrofuran (50 mL)-ethanol (10 mL) was gradually added sodium borohydride (0.38 g) at room temperature. After stirring the reaction mixture at room temperature for 30 min, water was added, and the precipitated crystals were collected by filtration to give {3-methoxy-4-[(5-methyl-2-pyridin-3-yl-1,3-oxazol-4-yl)methoxy]phenyl}methanol as colorless crystals (3.00 g, yield 91%). Recrystalliza... The reactants are CS(=O)(=O)C1=NC=CC(=N1)C1=NC(=CC=C1)C (2-Methanesulfonyl-4-(6-methyl-pyridin-2-yl)-pyrimidine), O1CCOCC1 (dioxane). Reaction conditions: time 1 hour. Product: CC1=CC=CC(=N1)C1=NC(NC=C1)=O (4-(6-Methyl-pyridin-2-yl)-1H-pyrimidin-2-one). The yield is 85.0%. Reaction SMILES: CS([C:5]1[N:10]=[C:9]([C:11]2[CH:16]=[CH:15][CH:14]=[C:13]([CH3:17])[N:12]=2)[CH:8]=[CH:7][N:6]=1)(=O)=O.[O:18]1CCOCC1>>[CH3:17][C:13]1[N:12]=[C:11]([C:9]2[CH:8]=[CH:7][NH:6][C:5](=[O:18])[N:10]=2)[CH:16]=[CH:15][CH:14]=1. Procedure: 2-Methanesulfonyl-4-(6-methyl-pyridin-2-yl)-pyrimidine (625 mg, 2.51 mmol) was dissolved in dioxane (20 ml) and then 2N NaOHaq (12.5 ml, 25 mmol) was added. After stirring at room temperature for 1 hour, the solution was acidified with 37% HClaq. The mixture was evaporated and the residue redissolved in DCM-MeOH—NH4OH (95-5-0.5) and evaporated. The crude was purified by Flash chromatography with DCM-MeOH (9-1) to give 400 mg of the title compound. (85% yield).